Dataset: the Open Reaction Database (ORD), a public repository of structured organic reaction records. Task: describe an organic reaction: reactants, conditions, products, and yield The reactants are Cl.ClC=1C=CC(=C(C1)N1CCNCC1)OC (1-(5-chloro-2-methoxyphenyl)-piperazine hydrochloride). Run in Br (HBr). Product: ClC1=CC(=C(C=C1)O)N1CCNCC1 (4-chloro-2-(1-piperazinyl)-phenol). Reaction SMILES: Cl.[Cl:2][C:3]1[CH:4]=[CH:5][C:6]([O:15]C)=[C:7]([N:9]2[CH2:14][CH2:13][NH:12][CH2:11][CH2:10]2)[CH:8]=1>Br>[Cl:2][C:3]1[CH:4]=[CH:5][C:6]([OH:15])=[C:7]([N:9]2[CH2:14][CH2:13][NH:12][CH2:11][CH2:10]2)[CH:8]=1 |f:0.1|. Reported procedure: 1-(5-chloro-2-methoxyphenyl)-piperazine hydrochloride (8 g) was heated in a solution of 48% aqueous HBr (200 ml) and the mixture was heated at reflux for 99 hours. The reaction mixture was concentrated in vacuo, the sub-title compound was used directly without any further purification. Starting materials: CC(C)(C)OC(=O)CBr, C1CCOC1, [Cl-], [H-], [NH4+], [Na+], Cc1ccc2c(c1)nc(C)n2C1CCN(C(=O)OC(C)(C)C)CC1O. Product: Cc1ccc2c(c1)nc(C)n2C1CCN(C(=O)OC(C)(C)C)CC1OCC(=O)OC(C)(C)C. Reaction SMILES: [Br:28][CH2:29][C:30](=[O:31])[O:32][C:33]([CH3:34])([CH3:35])[CH3:36].[CH2:39]1[O:40][CH2:41][CH2:42][CH2:43]1.[Cl-:37].[H-:27].[NH4+:38].[Na+:26].[OH:1][CH:2]1[CH2:3][N:4]([C:19](=[O:20])[O:21][C:22]([CH3:23])([CH3:24])[CH3:25])[CH2:5][CH2:6][CH:7]1[n:8]1[c:9]([CH3:18])[n:10][c:11]2[c:12]1[cH:13][cH:14][c:15]([CH3:17])[cH:16]2>>[O:1]([CH:2]1[CH2:3][N:4]([C:19](=[O:20])[O:21][C:22]([CH3:23])([CH3:24])[CH3:25])[CH2:5][CH2:6][CH:7]1[n:8]1[c:9]([CH3:18])[n:10][c:11]2[c:12]1[cH:13][cH:14][c:15]([CH3:17])[cH:16]2)[CH2:29][C:30](=[O:31])[O:32][C:33]([CH3:34])([CH3:35])[CH3:36].